The task is: describe an organic reaction: reactants, conditions, products, and yield. This data is from the Open Reaction Database (ORD), a public repository of structured organic reaction records. Reactants: BrC1=NC=CC=C1CBr (2-bromo-3-bromomethyl-pyridine), [H-].[Na+] (sodium hydride), N1C(COCC1)=O (morpholin-3-one). The reagents and catalysts are [I-].C(CCC)[N+](CCCC)(CCCC)CCCC (tetrabutylammonium iodide). The solvent is CN(C=O)C (dimethylformamide). Conditions: time 16 hour. Yields the product BrC1=NC=CC=C1CN1C(COCC1)=O (4-[(2-Bromo-3-pyridyl)methyl]morpholin-3-one). Isolated yield 65.5%. As a reaction SMILES: [Br:1][C:2]1[C:7]([CH2:8]Br)=[CH:6][CH:5]=[CH:4][N:3]=1.[H-].[Na+].[NH:12]1[CH2:17][CH2:16][O:15][CH2:14][C:13]1=[O:18]>CN(C)C=O.[I-].C([N+](CCCC)(CCCC)CCCC)CCC>[Br:1][C:2]1[C:7]([CH2:8][N:12]2[CH2:17][CH2:16][O:15][CH2:14][C:13]2=[O:18])=[CH:6][CH:5]=[CH:4][N:3]=1 |f:1.2,5.6|. Reported procedure: To a solution of 2-bromo-3-bromomethyl-pyridine (0.68 g, 2.36 mmol) in dimethylformamide (10 mL) are added sodium hydride (0.11 g, 60% suspension, 2.82 mmol), morpholin-3-one (0.20 g, 1.97 mmol) and tetrabutylammonium iodide (catalytic) at 0° C. The mixture is stirred at room temperature for 16 hours. After completion, the reaction mixture is partitioned between ethyl acetate (25 mL) and water (25 mL). The aqueous layer is extracted with ethyl acetate (2×25 mL) and the combined organic extracts ... Starting materials: C(#N)C=1C=C(C=CC1)C1=CC=NC=C1 (4-(3-cyanophenyl)-pyridine), OO (H2O2). The solvent is C(C)(=O)O (acetic acid). Product: C(#N)C=1C=C(C=CC1)C1=CC=[N+](C=C1)[O-] (4-(3-cyanophenyl)-pyridine N-oxide). Reaction SMILES: [C:1]([C:3]1[CH:4]=[C:5]([C:9]2[CH:14]=[CH:13][N:12]=[CH:11][CH:10]=2)[CH:6]=[CH:7][CH:8]=1)#[N:2].[OH:15]O>C(O)(=O)C>[C:1]([C:3]1[CH:4]=[C:5]([C:9]2[CH:10]=[CH:11][N+:12]([O-:15])=[CH:13][CH:14]=2)[CH:6]=[CH:7][CH:8]=1)#[N:2]. Reported procedure: Starting from 4-(3-cyanophenyl)-pyridine, the title compound is prepared by oxidation with H2O2 in glacial acetic acid [J. Heterocycl. Chem. 11, 299 (1974)]. Reactants: I(=O)(=O)(=O)[O-].[Na+] (sodium periodate), COC=1C=CC2=C(N(C(CO2)=O)CCN2CCC(CC2)NC(OC(C)(C)C)=O)C1 (tert-Butyl {1-[2-(6-methoxy-3-oxo-2,3-dihydro-4H-1,4-benzoxazin-4-yl)ethyl]piperidine-4-yl}carbamate), COC=1C=CC2=C(N(C(CO2)=O)CCN2CCC(CC2)NC(OC(C)(C)C)=O)C1 (tert-Butyl {1-[2-(6-methoxy-3-oxo-2,3-dihydro-4H-1,4-benzoxazin-4-yl)ethyl]piperidine-4-yl}carbamate). Reagents/catalysts: O.[Ru](=O)=O (ruthenium (IV) oxide hydrate). Run in C(C)(=O)OCC (ethyl acetate), O.C(C)(=O)OCC (water ethyl acetate). Conditions: time 53 hour. Yields the product COC=1C=CC2=C(N(C(CO2)=O)CCN2C(CC(CC2)NC(OC(C)(C)C)=O)=O)C1 (tert-Butyl {1-[2-(6-methoxy-3-oxo-2,3-dihydro-4H-1,4-benzoxazin-4-yl)ethyl]-2-oxopiperidin-4-yl}carbamate). Yield: 24.5%. As a reaction SMILES: [CH3:1][O:2][C:3]1[CH:4]=[CH:5][C:6]2[O:11][CH2:10][C:9](=[O:12])[N:8]([CH2:13][CH2:14][N:15]3[CH2:20][CH2:19][CH:18]([NH:21][C:22](=[O:28])[O:23][C:24]([CH3:27])([CH3:26])[CH3:25])[CH2:17][CH2:16]3)[C:7]=2[CH:29]=1.I([O-])(=O)(=O)=[O:31].[Na+]>O.C(OCC)(=O)C.C(OCC)(=O)C.O.[Ru](=O)=O>[CH3:1][O:2][C:3]1[CH:4]=[CH:5][C:6]2[O:11][CH2:10][C:9](=[O:12])[N:8]([CH2:13][CH2:14][N:15]3[CH2:16][CH2:17][CH:18]([NH:21][C:22](=[O:28])[O:23][C:24]([CH3:26])([CH3:25])[CH3:27])[CH2:19][C:20]3=[O:31])[C:7]=2[CH:29]=1 |f:1.2,3.4,6.7|. Procedure details: A mixture of tert-butyl {1-[2-(6-methoxy-3-oxo-2,3-dihydro-4H-1,4-benzoxazin-4-yl)ethyl]piperidin-4-yl}carbamate (Intermediate 47, 1.39 g, 3.4 mmol) in water/ethyl acetate (40 mL, 4:1) was treated with sodium periodate (2.8 g, 21.4 mmol) and ruthenium (IV) oxide hydrate (50 mg, 0.34 mmol) at room temperature. After 53 hours, the reaction was diluted with ethyl acetate, the aqueous phase was extracted with ethyl acetate (6×25 mL), and the combined organic layers were mixed with 2-propanol (20 mL)... Starting materials: OC1(C(=C(C2=CC=CC=C12)C1=CC2=C(C=C1)OCO2)C(=O)OCC)C2=C(C=CC=C2)OC (ethyl (1RS)-1-hydroxy-1-(2-methoxyphenyl)-3-(3,4-methylenedioxyphenyl)indene-2-carboxylate), C(C)[SiH](CC)CC (triethylsilane), COC1=C(C=CC=C1)C1C(=C(C2=CC=CC=C12)C1=CC2=C(C=C1)OCO2)C(=O)OCC (Ethyl (RS)-1-(2-Methoxyphenyl)-3-(3,4-methylenedioxyphenyl)indene-2-carboxylate), B(F)(F)F.CCOCC (boron trifluoride etherate), Cl (HCl). Run in C(Cl)Cl (CH2Cl2). Conditions: time 10 minute. The product is COC1=C(C=CC=C1)C1C(C(C2=CC=CC=C12)C1=CC2=C(C=C1)OCO2)C(=O)O ((1RS,2SR,3RS)-1-(2-Methoxypbenyl)-3-(3,4-methylenedioxyphenyl)indane-2-carboxylic acid). Yield: 96.0%. Reaction SMILES: [CH3:1][O:2][C:3]1[CH:8]=[CH:7][CH:6]=[CH:5][C:4]=1[CH:9]1[C:17]2[C:12](=[CH:13][CH:14]=[CH:15][CH:16]=2)[C:11]([C:18]2[CH:23]=[CH:22][C:21]3[O:24][CH2:25][O:26][C:20]=3[CH:19]=2)=[C:10]1[C:27]([O:29]CC)=[O:28].OC1(C2C=CC=CC=2OC)C2C(=CC=CC=2)C(C2C=CC3OCOC=3C=2)=C1C(OCC)=O.C([SiH](CC)CC)C.B(F)(F)F.CCOCC.Cl>C(Cl)Cl>[CH3:1][O:2][C:3]1[CH:8]=[CH:7][CH:6]=[CH:5][C:4]=1[CH:9]1[C:17]2[C:12](=[CH:13][CH:14]=[CH:15][CH:16]=2)[CH:11]([C:18]2[CH:23]=[CH:22][C:21]3[O:24][CH2:25][O:26][C:20]=3[CH:19]=2)[CH:10]1[C:27]([OH:29])=[O:28] |f:3.4|. Procedure: Ethyl (RS)-1-(2-Methoxyphenyl)-3-(3,4-methylenedioxyphenyl)indene-2-carboxylate. To a solution of ethyl (1RS)-1-hydroxy-1-(2-methoxyphenyl)-3-(3,4-methylenedioxyphenyl)indene-2-carboxylate (100 mg, 0.23 mmol) in CH2Cl2 (5 ml) was added triethylsilane (32 mg, 0.28 mmol), followed by boron trifluoride etherate (0.13 ml, 1.05 mmol). The reaction mixture was allowed to warm to room temperature and stirred for 10 min, at which time was added slowly 3M HCl. The mixture was extracted with EtOAc. The or... Conditions: time 8 hour. RXN SMILES: [C:1]([C:3]1[CH:18]=[CH:17][C:6]([CH2:7][N:8]2[C:12]([CH2:13][C:14]([O-:16])=O)=[CH:11][N:10]=[CH:9]2)=[CH:5][C:4]=1[F:19])#[N:2].[Li+].Cl.[NH2:22][CH2:23][C:24]1[CH:29]=[CH:28][CH:27]=[CH:26][C:25]=1[C:30]1[CH:35]=[CH:34][CH:33]=[C:32]([OH:36])[CH:31]=1.O.ON1C2C=CC=CC=2N=N1.C(Cl)CCl.C(N(C(C)C)CC)(C)C>>[OH:36][C:32]1[CH:31]=[C:30]([C:25]2[CH:26]=[CH:27][CH:28]=[CH:29][C:24]=2[CH2:23][NH:22][C:14](=[O:16])[CH2:13][C:12]2[N:8]([CH2:7][C:6]3[CH:17]=[CH:18][C:3]([C:1]#[N:2])=[C:4]([F:19])[CH:5]=3)[CH:9]=[N:10][CH:11]=2)[CH:35]=[CH:34][CH:33]=1 |f:0.1,2.3,4.5|. Yields the product OC=1C=C(C=CC1)C1=C(C=CC=C1)CNC(CC=1N(C=NC1)CC1=CC(=C(C=C1)C#N)F)=O (N-(3′-hydroxybiphenyl-2-ylmethyl)-2-[3-(4-cyano-3-fluorobenzyl)-3H-imidazol-4-yl]acetamide). Reported procedure: A solution of lithium 1-(4-cyano-3-fluorobenzyl)imidazol-5-ylacetate from Step D (143 mg, 0.55 mmol), 2-aminomethyl-3′-hydroxybiphenyl hydrochloride from Example 4, Step H (118 mg, 0.50 mmol), 1-hydroxybenzotriazole hydrate (74 mg, 0.55 mmol), EDC (105 mg, 0.55 mmol), and diisopropylethylamine (129 mg, 1.00 mmol) in dry, degassed DMF (2 mL) was stirred at ambient temperature overnight. The solvent was removed under reduced pressure and the residue was partitioned between sat. aq. NaHCO3 (3 mL) a... Reactants: C(#N)C1=C(C=C(CN2C=NC=C2CC(=O)[O-])C=C1)F.[Li+] (lithium 1-(4-cyano-3-fluorobenzyl)-imidazol-5-ylacetate), Cl.NCC1=C(C=CC=C1)C1=CC(=CC=C1)O (2-aminomethyl-3′-hydroxybiphenyl hydrochloride), O.ON1N=NC2=C1C=CC=C2 (1-hydroxybenzotriazole hydrate), C(CCl)Cl (EDC), C(C)(C)N(CC)C(C)C (diisopropylethylamine). The reactants are CCC(O)(c1ccc(OCc2ccccc2)cc1)c1ccc(C(F)(F)F)cc1, [H][H], c1ccccc1. Yields the product CCC(O)(c1ccc(O)cc1)c1ccc(C(F)(F)F)cc1. Reaction SMILES: [F:1][C:2]([c:3]1[cH:4][cH:5][c:6]([C:7]([c:8]2[cH:9][cH:10][c:11]([O:14][CH2:15][c:16]3[cH:17][cH:18][cH:19][cH:20][cH:21]3)[cH:12][cH:13]2)([OH:22])[CH2:23][CH3:24])[cH:25][cH:26]1)([F:27])[F:28].[H:29][H:30].[cH:31]1[cH:32][cH:33][cH:34][cH:35][cH:36]1>>[F:1][C:2]([c:3]1[cH:4][cH:5][c:6]([C:7]([c:8]2[cH:9][cH:10][c:11]([OH:14])[cH:12][cH:13]2)([OH:22])[CH2:23][CH3:24])[cH:25][cH:26]1)([F:27])[F:28]. Reactants: O1CCC2=C1C=CC(=C2)CC(=O)O (2,3-dihydrobenzofuran-5-ylacetic acid), C1(=CC=CC=C1)C (toluene), C(C)O (ethanol), S(O)(O)(=O)=O (sulfuric acid). Solvent: O.C(C)(=O)OCC (water ethyl acetate), O (water). Run at time 6 hour. The product is O1CCC2=C1C=CC(=C2)CC(=O)OCC (Ethyl 2,3-Dihydrobenzofuran-5-ylacetate). Reaction SMILES: [O:1]1[C:5]2[CH:6]=[CH:7][C:8]([CH2:10][C:11]([OH:13])=[O:12])=[CH:9][C:4]=2[CH2:3][CH2:2]1.[C:14]1(C)C=CC=C[CH:15]=1.C(O)C.S(=O)(=O)(O)O>O.C(OCC)(=O)C.O>[O:1]1[C:5]2[CH:6]=[CH:7][C:8]([CH2:10][C:11]([O:13][CH2:14][CH3:15])=[O:12])=[CH:9][C:4]=2[CH2:3][CH2:2]1 |f:4.5|. Procedure details: 2,3-dihydrobenzofuran-5-ylacetic acid (5.4 g) was heated at reflux in a solution of toluene (200 ml), ethanol (20 ml) and concentrated sulfuric acid (0.5 ml) with the azeotropic removal of water. When the reaction was complete, approximately 6 hours, the mixture was added to water/ethyl acetate and extracted with ethyl acetate. The organic extracts were combined and washed with 10% sodium carbonate, dried over sodium sulfate and the solvent evaporated to give the title compound as an oil.